From a dataset of the Open Reaction Database (ORD), a public repository of structured organic reaction records. describe an organic reaction: reactants, conditions, products, and yield Reactants: CCOC(=O)c1cc(C(C)SC)cnc1C(F)(F)F, Cl, [Li+], C1CCOC1, [OH-]. Yields the product CSC(C)c1cnc(C(F)(F)F)c(C(=O)O)c1. As a reaction SMILES: [CH2:1]([CH3:2])[O:3][C:4]([c:5]1[c:6]([C:15]([F:16])([F:17])[F:18])[n:7][cH:8][c:9]([CH:11]([CH3:12])[S:13][CH3:14])[cH:10]1)=[O:19].[ClH:22].[Li+:20].[O:23]1[CH2:24][CH2:25][CH2:26][CH2:27]1.[OH-:21]>>[O:3]=[C:4]([c:5]1[c:6]([C:15]([F:16])([F:17])[F:18])[n:7][cH:8][c:9]([CH:11]([CH3:12])[S:13][CH3:14])[cH:10]1)[OH:19]. Reactants: CC=1C=CC(C1)=C(C)C (3,6,6-trimethylfulvene), [H-].[Al+3].[Li+].[H-].[H-].[H-] (lithium aluminium hydride), aq. solution, [NH4+].[Cl-] (NH4Cl). Solvent: CCOCC (ether), CCOCC (ether). Conditions: time 2 hour. Product: C(C)(C)C=1C=C(CC1)C (3-isopropyl-1-methyl-1,3-cyclopentadiene). RXN SMILES: [CH3:1][C:2]1[CH:3]=[CH:4][C:5](=[C:7]([CH3:9])[CH3:8])[CH:6]=1.[H-].[Al+3].[Li+].[H-].[H-].[H-].[NH4+].[Cl-]>CCOCC>[CH:7]([C:5]1[CH:6]=[C:2]([CH3:1])[CH2:3][CH:4]=1)([CH3:9])[CH3:8] |f:1.2.3.4.5.6,7.8|. Reported procedure: A solution of 24 g (0.2 mol) of 3,6,6-trimethylfulvene in 100 mL of ether was added at 78° C. under argon atmosphere to a solution of 7.59 g (0.2 mol) of lithium aluminium hydride in 200 mL of ether. The reaction mixture was allowed to warm to room temperature, stirred for 2 h and then treated with a 10% aq. solution of NH4Cl. The organic phase was collected, washed with water, dried with MgSO4 and concentrated. The residue was distilled at 63° C./50 mmHg. Yield 15.88 g (65%).The desired title c...